This data is from the Open Reaction Database (ORD), a public repository of structured organic reaction records. The task is: describe an organic reaction: reactants, conditions, products, and yield Starting materials: O=C(CCCBr)NCCC(=O)NC(Cc1c[nH]cn1)C(=O)O, CC(=O)Nc1ccc(O)cc1, CN(C)c1ccccn1, CN(C)C=O, ClC(Cl)Cl. The product is CC(=O)Nc1ccc(OC(=O)C(Cc2c[nH]cn2)NC(=O)CCNC(=O)CCCBr)cc1. RXN SMILES: [Br:1][CH2:2][CH2:3][CH2:4][C:5](=[O:6])[NH:7][CH2:8][CH2:9][C:10](=[O:11])[NH:12][CH:13]([CH2:14][c:15]1[cH:16][nH:17][cH:18][n:19]1)[C:20](=[O:21])[OH:22].[CH3:23][C:24](=[O:25])[NH:26][c:27]1[cH:28][cH:29][c:30]([OH:31])[cH:32][cH:33]1.[CH3:34][N:35]([c:36]1[cH:37][cH:38][cH:39][cH:40][n:41]1)[CH3:42].[CH3:47][N:48]([CH3:49])[CH:50]=[O:51].[CH:43]([Cl:44])([Cl:45])[Cl:46]>>[Br:1][CH2:2][CH2:3][CH2:4][C:5](=[O:6])[NH:7][CH2:8][CH2:9][C:10](=[O:11])[NH:12][CH:13]([CH2:14][c:15]1[cH:16][nH:17][cH:18][n:19]1)[C:20]([O:21][c:30]1[cH:29][cH:28][c:27]([NH:26][C:24]([CH3:23])=[O:25])[cH:33][cH:32]1)=[O:22]. The reactants are C(C)C=1C(=NC=2N(C1C)C=C(N2)C(=N)NO)OC (6-ethyl-N-hydroxy-7-methoxy-5-methylimidazo[1,2-a]pyrimidine-2-carboxamidine), COC(C)(N(C)C)OC (dimethylacetamide dimethyl acetal). Reaction conditions: temperature 100 celsius. Yields the product C(C)C=1C(=NC=2N(C1C)C=C(N2)C2=NOC(=N2)C)OC (6-ethyl-7-methoxy-5-methyl-2-(5-methyl-1,2,4-oxadiazol-3-yl)imidazol[1,2-a]pyrimidine). The yield is 95.0%. RXN SMILES: [CH2:1]([C:3]1[C:4]([O:17][CH3:18])=[N:5][C:6]2[N:7]([CH:10]=[C:11]([C:13]([NH:15][OH:16])=[NH:14])[N:12]=2)[C:8]=1[CH3:9])[CH3:2].CO[C:21](OC)(N(C)C)[CH3:22]>>[CH2:1]([C:3]1[C:4]([O:17][CH3:18])=[N:5][C:6]2[N:7]([CH:10]=[C:11]([C:13]3[N:14]=[C:21]([CH3:22])[O:16][N:15]=3)[N:12]=2)[C:8]=1[CH3:9])[CH3:2]. Procedure: A mixture of 1.70 g of 6-ethyl-N-hydroxy-7-methoxy-5-methylimidazo[1,2-a]pyrimidine-2-carboxamidine and 3.5 ml of dimethylacetamide dimethyl acetal was heated at 100° C. for 15 minutes and the resulting mixture was evaporated to dryness and purified by flash chromatography. The resulting solid was crystallized from aqueous methanol to give 1.76 g of 6-ethyl-7-methoxy-5-methyl-2-(5-methyl-1,2,4-oxadiazol-3-yl)imidazol[1,2-a]pyrimidine (95% yield) as a white crystalline solid melting at 176°-177° ...